From a dataset of the Open Reaction Database (ORD), a public repository of structured organic reaction records. describe an organic reaction: reactants, conditions, products, and yield Starting materials: COCCCN, Cl, O=C(O)c1cccc(-c2cccc3cc(C(=O)NC4CN5CCC4CC5)sc23)c1. The product is Cl, COCCCNC(=O)c1cccc(-c2cccc3cc(C(=O)NC4CN5CCC4CC5)sc23)c1. RXN SMILES: [CH3:31][O:32][CH2:33][CH2:34][CH2:35][NH2:36].[ClH:1].[N:2]12[CH2:3][CH:4]([NH:10][C:11](=[O:12])[c:13]3[s:14][c:15]4[c:16]([cH:17]3)[cH:18][cH:19][cH:20][c:21]4-[c:22]3[cH:23][c:24]([C:25](=[O:26])[OH:27])[cH:28][cH:29][cH:30]3)[CH:5]([CH2:6][CH2:7]1)[CH2:8][CH2:9]2>>[ClH:1].[N:2]12[CH2:3][CH:4]([NH:10][C:11](=[O:12])[c:13]3[s:14][c:15]4[c:16]([cH:17]3)[cH:18][cH:19][cH:20][c:21]4-[c:22]3[cH:23][c:24]([C:25](=[O:27])[NH:36][CH2:35][CH2:34][CH2:33][O:32][CH3:31])[cH:28][cH:29][cH:30]3)[CH:5]([CH2:6][CH2:7]1)[CH2:8][CH2:9]2. Starting materials: OBO, CC1(C)C(=O)Nc2ccc(Br)cc21, O=C([O-])[O-], COCCOC, [Cl-], Fc1ccccc1Cl, [K+], [K+], [NH4+], O, c1ccc(P(c2ccccc2)(c2ccccc2)[Pd](P(c2ccccc2)(c2ccccc2)c2ccccc2)(P(c2ccccc2)(c2ccccc2)c2ccccc2)P(c2ccccc2)(c2ccccc2)c2ccccc2)cc1. Product: CC1(C)C(=O)Nc2ccc(-c3ccc(F)c(Cl)c3)cc21. RXN SMILES: [BH:14]([OH:15])[OH:16].[Br:1][c:2]1[cH:3][c:4]2[c:8]([cH:9][cH:10]1)[NH:7][C:6](=[O:11])[C:5]2([CH3:12])[CH3:13].[C:25](=[O:26])([O-:27])[O-:28].[CH2:33]([CH2:34][O:35][CH3:36])[O:37][CH3:38].[Cl-:31].[Cl:17][c:18]1[cH:19][cH:20][cH:21][cH:22][c:23]1[F:24].[K+:29].[K+:30].[NH4+:32].[OH2:39].[cH:40]1[cH:41][cH:42][c:43]([P:44]([Pd:45]([P:46]([c:47]2[cH:48][cH:49][cH:50][cH:51][cH:52]2)([c:53]2[cH:54][cH:55][cH:56][cH:57][cH:58]2)[c:59]2[cH:60][cH:61][cH:62][cH:63][cH:64]2)([P:65]([c:66]2[cH:67][cH:68][cH:69][cH:70][cH:71]2)([c:72]2[cH:73][cH:74][cH:75][cH:76][cH:77]2)[c:78]2[cH:79][cH:80][cH:81][cH:82][cH:83]2)[P:84]([c:85]2[cH:86][cH:87][cH:88][cH:89][cH:90]2)([c:91]2[cH:92][cH:93][cH:94][cH:95][cH:96]2)[c:97]2[cH:98][cH:99][cH:100][cH:101][cH:102]2)([c:103]2[cH:104][cH:105][cH:106][cH:107][cH:108]2)[c:109]2[cH:110][cH:111][cH:112][cH:113][cH:114]2)[cH:115][cH:116]1>>[c:2]1(-[c:20]2[cH:19][c:18]([Cl:17])[c:23]([F:24])[cH:22][cH:21]2)[cH:3][c:4]2[c:8]([cH:9][cH:10]1)[NH:7][C:6](=[O:11])[C:5]2([CH3:12])[CH3:13]. The reactants are C(CCCCC)N (hexylamine), C(CCCCC)N (hexylamine), NC1=NC(=CC(=N1)Cl)Cl (2-amino-4,6-dichloropyrimidine), C(C)O (ethanol). Run in O (water). Run at time 30 minute. Yields the product NC1=NC=CC(=[N+]1[O-])NCCCCCC (2-Amino-4-hexylaminopyrimidine 3-Oxide). Yield: 62.0%. Reaction SMILES: [NH2:1][C:2]1[N:7]=[C:6](Cl)[CH:5]=[C:4](Cl)[N:3]=1.[CH2:10]([NH2:16])[CH2:11][CH2:12][CH2:13][CH2:14][CH3:15].C([OH:19])C>O>[NH2:1][C:2]1[N+:7]([O-:19])=[C:6]([NH:16][CH2:10][CH2:11][CH2:12][CH2:13][CH2:14][CH3:15])[CH:5]=[CH:4][N:3]=1. Procedure details: 50 g of 2-amino-4,6-dichloropyrimidine were suspended in 350 ml of absolute ethanol in a reactor. 181.5 ml of hexylamine (reagent A) were added in a single portion and the mixture was refluxed for 3 h. The medium was evaporated under vacuum. The oil obtained was taken up in 600 ml of water with stirring for 1 h, 30 min. The precipitate was filtered off, washed and dried in a heated desiccator. 43.5 g of the expected compound were thus obtained, for a yield of 62%. Run at temperature -78 celsius, time 0.25 hour. Procedure: A solution of 1,2-dibromoethylene (1.6 mL, 3.7 g, 19.71 mmol) in dry THF (10 mL) was treated with n-BuLi (16.4 mL, 2.4M in THF, 39.4 mmol) at -75° C. After stirring the mixture at -78° C. for 0.25 hr, a solution of 17β-methoxy-5β-androstan-3-one (2 g, 6.57 mmol) in THF (20 mL) was added and the mixture was stirred at -78° C. for 15 min. The cooling bath was then removed and the mixture was quenched with NH4Cl solution (3 mL). The solvents were removed and the residue was extracted with EtOAc. Th... Isolated yield 78.3%. Starting materials: BrC=CBr (1,2-dibromoethylene), [Li]CCCC (n-BuLi), CO[C@@H]1[C@]2(C)[C@@H](CC1)[C@@H]1CC[C@@H]3CC(CC[C@]3(C)[C@H]1CC2)=O (17β-methoxy-5β-androstan-3-one), crude product. As a reaction SMILES: Br[CH:2]=[CH:3]Br.[Li]CCCC.[CH3:10][O:11][C@H:12]1[CH2:17][CH2:16][C@H:15]2[C@H:18]3[C@H:28]([CH2:29][CH2:30][C@:13]12[CH3:14])[C@:26]1([CH3:27])[C@@H:21]([CH2:22][C:23](=[O:31])[CH2:24][CH2:25]1)[CH2:20][CH2:19]3>C1COCC1.C(Cl)Cl>[C:2]([C@@:23]1([OH:31])[CH2:24][CH2:25][C@@:26]2([CH3:27])[C@H:21]([CH2:20][CH2:19][C@@H:18]3[C@@H:28]2[CH2:29][CH2:30][C@@:13]2([CH3:14])[C@H:15]3[CH2:16][CH2:17][C@@H:12]2[O:11][CH3:10])[CH2:22]1)#[CH:3]. Yields the product C(#C)[C@@]1(C[C@H]2CC[C@H]3[C@@H]4CC[C@@H]([C@@]4(C)CC[C@@H]3[C@]2(CC1)C)OC)O (3β-ethynyl-3α-hydroxy-17β-methoxy-5β-androstane). Solvent: C1CCOC1 (THF), C1CCOC1 (THF), C(Cl)Cl (CH2Cl2). Reactants: CC=1NC(=C(N1)C)[N+](=O)[O-] (2,4-dimethyl-5-nitroimidazole), COS(=O)(=O)OC (dimethylsulfate), C([O-])(O)=O.[Na+] (sodium bicarbonate). Run in O (water). The product is CN1C(=NC(=C1[N+](=O)[O-])C)C (1,2,4-trimethyl-5-nitroimidazole). Yield: 58.0%. As a reaction SMILES: [CH3:1][C:2]1[NH:3][C:4]([N+:8]([O-:10])=[O:9])=[C:5]([CH3:7])[N:6]=1.[CH3:11]OS(OC)(=O)=O.C(=O)(O)[O-].[Na+]>O>[CH3:11][N:3]1[C:4]([N+:8]([O-:10])=[O:9])=[C:5]([CH3:7])[N:6]=[C:2]1[CH3:1] |f:2.3|. Procedure details: 2,4-dimethyl-5-nitroimidazole (7.0 g, 0.05 mole) and dimethylsulfate (7.0 ml, 0.074 mole) were heated at 100° C. for 1 hour 50 minutes. After cooling to room temperature, the reaction mixture was added to about 60 ml of water. Solid sodium bicarbonate was added until the solution is basic, and the mixture was then cooled on ice. The resulting crystals were filtered off and dried to give 6.2 g. This was recrystallized from water to give 4.5 g of 1,2,4-trimethyl-5-nitroimidazole. Starting materials: O=C1N(C(C2=CC=CC=C12)=O)C(CCC(=O)OC(C)(C)C)(C(=O)OCC)F (tert-butyl 4-(1,3-dioxoisoindolin-2-yl)-4-fluoro-4-ethoxycarbonylbutanoate), FC(C(=O)O)(F)F (trifluoroacetic acid). The solvent is C(Cl)Cl (methylene chloride), C(Cl)Cl (methylene chloride). Yields the product O=C1N(C(C2=CC=CC=C12)=O)C(CCC(=O)O)(F)C(=O)OCC (4-(1,3-dioxoisoindolin-2-yl)-4-(ethoxycarbonyl)-4-fluorobutanoic acid). Reaction SMILES: [O:1]=[C:2]1[C:10]2[C:5](=[CH:6][CH:7]=[CH:8][CH:9]=2)[C:4](=[O:11])[N:3]1[C:12]([F:27])([C:22]([O:24][CH2:25][CH3:26])=[O:23])[CH2:13][CH2:14][C:15]([O:17]C(C)(C)C)=[O:16].FC(F)(F)C(O)=O>C(Cl)Cl>[O:11]=[C:4]1[C:5]2[C:10](=[CH:9][CH:8]=[CH:7][CH:6]=2)[C:2](=[O:1])[N:3]1[C:12]([C:22]([O:24][CH2:25][CH3:26])=[O:23])([F:27])[CH2:13][CH2:14][C:15]([OH:17])=[O:16]. Reported procedure: A solution of tert-butyl 4-(1,3-dioxoisoindolin-2-yl)-4-fluoro-4-ethoxycarbonylbutanoate (1.1 g, 3 mmol) and trifluoroacetic acid (5 mL) in methylene chloride (5 mL) is stirred for 18 hours and then with methylene chloride (50 mL) for 10 min. The organic layer is washed with water and brine (30 mL each), and dried over sodium sulfate. The solvent is removed in vacuo to yield 4-(1,3-dioxoisoindolin-2-yl)-4-(ethoxycarbonyl)-4-fluorobutanoic acid which can be purified by chromatography or used in t... Reactants: COc1ncc(Nc2ncc(C(C)=O)nc2-c2cc(SC)nc(C)n2)cc1F, C1COCCO1, O=C(OO)c1cccc(Cl)c1. Product: COc1ncc(Nc2ncc(C(C)=O)nc2-c2cc(S(C)=O)nc(C)n2)cc1F. Reaction SMILES: [F:1][c:2]1[cH:3][c:4]([NH:10][c:11]2[n:12][cH:13][c:14]([C:26]([CH3:27])=[O:28])[n:15][c:16]2-[c:17]2[n:18][c:19]([CH3:25])[n:20][c:21]([S:23][CH3:24])[cH:22]2)[cH:5][n:6][c:7]1[O:8][CH3:9].[O:40]1[CH2:41][CH2:42][O:43][CH2:44][CH2:45]1.[OH:29][O:30][C:31]([c:32]1[cH:33][c:34]([Cl:35])[cH:36][cH:37][cH:38]1)=[O:39]>>[F:1][c:2]1[cH:3][c:4]([NH:10][c:11]2[n:12][cH:13][c:14]([C:26]([CH3:27])=[O:28])[n:15][c:16]2-[c:17]2[n:18][c:19]([CH3:25])[n:20][c:21]([S:23]([CH3:24])=[O:29])[cH:22]2)[cH:5][n:6][c:7]1[O:8][CH3:9]. Starting materials: CC(=O)OCc1ccc2c(c1)OC1(CCN(C(=O)OC(C)(C)C)CC1)c1ccc(C#N)n1-2, ClCCl, O=C(O)C(F)(F)F. Yields the product CC(=O)OCc1ccc2c(c1)OC1(CCNCC1)c1ccc(C#N)n1-2. RXN SMILES: [C:1]([CH3:2])(=[O:3])[O:4][CH2:5][c:6]1[cH:7][c:8]2[c:9]([cH:31][cH:32]1)-[n:10]1[c:11]([cH:12][cH:13][c:14]1[C:15]#[N:16])[C:17]1([CH2:18][CH2:19][N:20]([C:23]([O:24][C:25]([CH3:26])([CH3:27])[CH3:28])=[O:29])[CH2:21][CH2:22]1)[O:30]2.[Cl:40][CH2:41][Cl:42].[F:33][C:34]([F:35])([F:36])[C:37]([OH:38])=[O:39]>>[C:1]([CH3:2])(=[O:3])[O:4][CH2:5][c:6]1[cH:7][c:8]2[c:9]([cH:31][cH:32]1)-[n:10]1[c:11]([cH:12][cH:13][c:14]1[C:15]#[N:16])[C:17]1([CH2:18][CH2:19][NH:20][CH2:21][CH2:22]1)[O:30]2. The reactants are CCC(Nc1c(Nc2ccc(Cl)c(S(=O)(=O)N3CCN(C(=O)OC(C)(C)C)CC3)c2O)c(=O)c1=O)C1CCC(C)O1, ClCCl, O=C(O)C(F)(F)F, [Na+], O=C([O-])O. Product: CCC(Nc1c(Nc2ccc(Cl)c(S(=O)(=O)N3CCNCC3)c2O)c(=O)c1=O)C1CCC(C)O1. RXN SMILES: [C:8]([O:9][C:10](=[O:11])[N:15]1[CH2:16][CH2:17][N:18]([S:21](=[O:22])(=[O:23])[c:24]2[c:25]([OH:48])[c:26]([NH:31][c:32]3[c:33]([NH:38][CH:39]([CH2:40][CH3:41])[CH:42]4[O:43][CH:44]([CH3:47])[CH2:45][CH2:46]4)[c:34](=[O:37])[c:35]3=[O:36])[cH:27][cH:28][c:29]2[Cl:30])[CH2:19][CH2:20]1)([CH3:12])([CH3:13])[CH3:14].[Cl:49][CH2:50][Cl:51].[F:1][C:2]([F:3])([F:4])[C:5]([OH:6])=[O:7].[Na+:56].[O-:52][C:53]([OH:54])=[O:55]>>[NH:15]1[CH2:16][CH2:17][N:18]([S:21](=[O:22])(=[O:23])[c:24]2[c:25]([OH:48])[c:26]([NH:31][c:32]3[c:33]([NH:38][CH:39]([CH2:40][CH3:41])[CH:42]4[O:43][CH:44]([CH3:47])[CH2:45][CH2:46]4)[c:34](=[O:37])[c:35]3=[O:36])[cH:27][cH:28][c:29]2[Cl:30])[CH2:19][CH2:20]1. Reactants: CC1(CC2(C(NC(N2)=O)=O)CC(N1)(C)C)C (7,7,9,9-tetramethyl-1,3,8-triazaspiro[4.5]decane-2,4-dione), O1C(COCCOCC2CO2)C1 (ethylene glycol bis(2,3-epoxypropyl)ether), [OH-].[K+] (potassium hydroxide). Run in CO (methanol). Yields the product OC(COCCOCC(CN1C(NC2(C1=O)CC(NC(C2)(C)C)(C)C)=O)O)CN2C(NC1(C2=O)CC(NC(C1)(C)C)(C)C)=O (Ethylene glycol bis[2-hydroxy-3-(7,7,9,9-tetramethyl-2,4-dioxo-1,3,8-triazaspiro[4.5]dec-3-yl)propyl]ether). Reaction SMILES: [CH3:1][C:2]1([CH3:16])[NH:13][C:12]([CH3:15])([CH3:14])[CH2:11][C:4]2([NH:8][C:7](=[O:9])[NH:6][C:5]2=[O:10])[CH2:3]1.[O:17]1[CH2:28][CH:18]1[CH2:19][O:20][CH2:21][CH2:22][O:23][CH2:24][CH:25]1[O:27][CH2:26]1.[OH-:29].[K+]>CO>[OH:17][CH:18]([CH2:28][N:6]1[C:5](=[O:29])[C:4]2([CH2:3][C:2]([CH3:1])([CH3:16])[NH:13][C:12]([CH3:15])([CH3:14])[CH2:11]2)[NH:8][C:7]1=[O:9])[CH2:19][O:20][CH2:21][CH2:22][O:23][CH2:24][CH:25]([OH:27])[CH2:26][N:6]1[C:5](=[O:10])[C:4]2([CH2:3][C:2]([CH3:16])([CH3:1])[NH:13][C:12]([CH3:15])([CH3:14])[CH2:11]2)[NH:8][C:7]1=[O:9] |f:2.3|. Procedure: A mixture of 7.7 g of 7,7,9,9-tetramethyl-1,3,8-triazaspiro[4.5]decane-2,4-dione, 2.5 g of ethylene glycol bis(2,3-epoxypropyl)ether and 0.1 g of potassium hydroxide in 80 ml of methanol was refluxed for 11 hours. Insoluble materials were then filtered off and the filtrate was washed with hot methanol. The solution was dried and then the solvent evaporated off. The residue was recrystallised from N,N-dimethylformamide, giving the desired compound in the form of white crystals, melting at 262°-26...